This data is from the Open Reaction Database (ORD), a public repository of structured organic reaction records. The task is: describe an organic reaction: reactants, conditions, products, and yield The yield is 84.0%. As a reaction SMILES: FC(F)(F)[C:3]1[CH:8]=[CH:7][CH:6]=[CH:5][C:4]=1[NH:9][C:10]([CH:12]1[CH2:17][CH2:16][CH2:15][CH2:14][CH2:13]1)=[O:11].[I:20]C1C=CC=CC=1N>>[I:20][C:3]1[CH:8]=[CH:7][CH:6]=[CH:5][C:4]=1[NH:9][C:10]([CH:12]1[CH2:17][CH2:16][CH2:15][CH2:14][CH2:13]1)=[O:11]. Reactants: FC(C1=C(C=CC=C1)NC(=O)C1CCCCC1)(F)F (N-(2-trifluoromethylphenyl)cyclohexanecarboxamide), IC1=C(N)C=CC=C1 (2-iodoaniline). Product: IC1=C(C=CC=C1)NC(=O)C1CCCCC1 (N-(2-iodophenyl)cyclohexanecarboxamide). Procedure: This compound was prepared following the procedure described for compound 26A in example 26, except that 2-iodoaniline was used in place of 2-trifluoromethylaniline. Yield 84%. Reactants: FC1=CC=C(C(=O)NC(CC(=O)OCC)C(=O)C=2SC=CC2)C=C1 (ethyl 3-(4-fluorobenzoylamino)-3-(2-thienylcarbonyl)propionate), P(=O)(Cl)(Cl)Cl (phosphorus oxychloride). The solvent is CN(C=O)C (dimethylformamide). Yields the product FC1=CC=C(C=C1)C=1OC(=C(N1)CC(=O)OCC)C=1SC=CC1 (ethyl 2-[2-(4-fluorophenyl)-5-(2-thienyl)-4-oxazolyl]acetate). The yield is 74.8%. As a reaction SMILES: [F:1][C:2]1[CH:24]=[CH:23][C:5]([C:6]([NH:8][CH:9]([C:16]([C:18]2[S:19][CH:20]=[CH:21][CH:22]=2)=[O:17])[CH2:10][C:11]([O:13][CH2:14][CH3:15])=[O:12])=O)=[CH:4][CH:3]=1.P(Cl)(Cl)(Cl)=O>CN(C)C=O>[F:1][C:2]1[CH:24]=[CH:23][C:5]([C:6]2[O:17][C:16]([C:18]3[S:19][CH:20]=[CH:21][CH:22]=3)=[C:9]([CH2:10][C:11]([O:13][CH2:14][CH3:15])=[O:12])[N:8]=2)=[CH:4][CH:3]=1. Reported procedure: 38.6 g of ethyl 3-(4-fluorobenzoylamino)-3-(2-thienylcarbonyl)propionate, 100 ml of dimethylformamide and 20.3 g of phosphorus oxychloride are treated in the same manner as described in Example 1. 27.4 g of ethyl 2-[2-(4-fluorophenyl)-5-(2-thienyl)-4-oxazolyl]acetate are thereby obtained. The reactants are C(C)(=O)NC(CC1=CC=C(C=C1)C#CC=1C=C(C(=O)OC)C=CC1)C (methyl 3-((4-(2-acetamido-propyl)phenyl)ethynyl)-benzoate), [Li+].[OH-] (LiOH). Solvent: CO (MeOH). Yields the product C(C)(=O)NC(CC1=CC=C(C=C1)C#CC=1C=C(C(=O)O)C=CC1)C (3-((4-(2-Acetamidopropyl)phenyl)ethynyl)benzoic acid). Reaction SMILES: [C:1]([NH:4][CH:5]([CH3:25])[CH2:6][C:7]1[CH:12]=[CH:11][C:10]([C:13]#[C:14][C:15]2[CH:16]=[C:17]([CH:22]=[CH:23][CH:24]=2)[C:18]([O:20]C)=[O:19])=[CH:9][CH:8]=1)(=[O:3])[CH3:2].[Li+].[OH-]>CO>[C:1]([NH:4][CH:5]([CH3:25])[CH2:6][C:7]1[CH:8]=[CH:9][C:10]([C:13]#[C:14][C:15]2[CH:16]=[C:17]([CH:22]=[CH:23][CH:24]=2)[C:18]([OH:20])=[O:19])=[CH:11][CH:12]=1)(=[O:3])[CH3:2] |f:1.2|. Procedure details: To a mixture of 6.00 g (17.9 mmol) methyl 3-((4-(2-acetamido-propyl)phenyl)ethynyl)-benzoate (I71.1) in 150 mL MeOH are added at 0° C. 18 mL LiOH solution (3 M in water). The reaction mixture is stirred at r.t. over night. The MeOH is removed in vacuo and the desired product is precipitated by acidification with 2N aq. HCl. The resulting solid is filtered, washed with pentane and dried in vacuo.